Dataset: the Open Reaction Database (ORD), a public repository of structured organic reaction records. Task: describe an organic reaction: reactants, conditions, products, and yield Reactants: [Cl-].[NH4+] (ammonium chloride), CC1(C(C(C(C=2C1C1C(=C3C=4C=CC=CC4CC23)C=CCC1)(C)C)(C)C)(C)C)C (octamethyloctahydrodibenzofluorene), C(CCC)[Li] (n-butyllithium), C1(=CC=C(C=C1)C(=C1C=CC=C1)C1=CC=C(C=C1)C)C (6,6-di-p-tolyl fulvene). The solvent is C(C)OCC (diethyl ether), CCCCCC (n-hexane), O (water), O1CCCC1 (tetrahydrofuran), O1CCCC1 (tetrahydrofuran). Run at time 7 hour. The product is C1(C=CC=C1)C(C1=CC=C(C=C1)C)(C1=CC=C(C=C1)C)C1(C(C(C(C2(C3C(=C4C=5C=CC=CC5CC4=C21)C=CCC3)C)(C)C)(C)C)(C)C)C (cyclopentadienyl(octamethyloctahydrodibenzofluorenyl)di-p-tolyl methane). The yield is 71.3%. Reaction SMILES: [CH3:1][C:2]1([CH3:29])[CH:7]2[CH:8]3[CH2:22][CH2:21][CH:20]=[CH:19][C:9]3=[C:10]3[C:18]([CH2:17][C:16]4[CH:15]=[CH:14][CH:13]=[CH:12][C:11]3=4)=[C:6]2[C:5](C)([CH3:23])[C:4]([CH3:26])([CH3:25])[C:3]1([CH3:28])[CH3:27].[CH2:30]([Li])CCC.[C:35]1([CH3:54])[CH:40]=[CH:39][C:38]([C:41]([C:47]2[CH:52]=[CH:51][C:50]([CH3:53])=[CH:49][CH:48]=2)=[C:42]2[CH:46]=[CH:45][CH:44]=[CH:43]2)=[CH:37][CH:36]=1.[Cl-].[NH4+]>O1CCCC1.O.C(OCC)C.CCCCCC>[CH:42]1([C:41]([C:7]2([CH3:30])[C:6]3[C:5]([CH3:23])([CH:12]4[CH2:13][CH2:14][CH:15]=[CH:16][C:11]4=[C:10]4[C:18]=3[CH2:17][C:19]3[CH:20]=[CH:21][CH:22]=[CH:8][C:9]4=3)[C:4]([CH3:26])([CH3:25])[C:3]([CH3:28])([CH3:27])[C:2]2([CH3:1])[CH3:29])([C:38]2[CH:37]=[CH:36][C:35]([CH3:54])=[CH:40][CH:39]=2)[C:47]2[CH:48]=[CH:49][C:50]([CH3:53])=[CH:51][CH:52]=2)[CH:43]=[CH:44][CH:45]=[CH:46]1 |f:3.4|. Procedure: A 300 ml two-necked flask equipped with a magnetic stirrer, a three-way cock and a dropping funnel, was purged thoroughly with nitrogen. Into the flask, octamethyloctahydrodibenzofluorene 2.98 g (7.71 mmol) was introduced, and dehydrated tetrahydrofuran 60 ml was further added. With cooling in an ice bath, 1.56 mol/L n-hexane solution of n-butyllithium, 5.2 ml (8.1 mmol), was dropwise added. The contents were stirred at room temperature in a nitrogen atmosphere for 7 hours. With the flask cooled... Starting materials: C1(=CC=C(C=C1)S(=O)(=O)Cl)C (p-toluenesulfonyl chloride), C1CCC2=NCCCN2CC1 (DBU), CC=1N=NC=CC1 (3-methylpyridazine), [Al+3].[Cl-].[Cl-].[Cl-] (AlCl3), C[Si](C)(C)C#N (trimethylsilylcyanide). Run in C1CCOC1 (THF), ClCCl (dichloromethane), ClCCl (dichloromethane). Conditions: time 20 minute. The product is CC1=CC=C(N=N1)C#N (6-methylpyridazine-3-carbonitrile). As a reaction SMILES: [CH3:1][C:2]1[N:3]=[N:4][CH:5]=[CH:6][CH:7]=1.[Al+3].[Cl-].[Cl-].[Cl-].C[Si]([C:16]#[N:17])(C)C.C1(C)C=CC(S(Cl)(=O)=O)=CC=1.C1CCN2C(=NCCC2)CC1>ClCCl.C1COCC1>[CH3:1][C:2]1[N:3]=[N:4][C:5]([C:16]#[N:17])=[CH:6][CH:7]=1 |f:1.2.3.4|. Reported procedure: To a stirring solution of 3-methylpyridazine (1.1 g, 11.80 mmol) in dichloromethane (20 mL) was added AlCl3 (0.05 g) followed by trimethylsilylcyanide (2.1 g, 21.1 mmol). After 20 min, a solution of p-toluenesulfonyl chloride (3.8 g, 20.1 mmol) in dichloromethane (5 mL) was added slowly and the solution was stirred for 16 h. The solvent was removed in vacuo and ethanol (10 ml) was added and stirred for 15 min, then filtered to give a white solid. The solid was dissolved in THF (200 mL) and DBU (...